Dataset: the Open Reaction Database (ORD), a public repository of structured organic reaction records. Task: describe an organic reaction: reactants, conditions, products, and yield The reactants are ice water, C(C)OC1=NC(=CC(=N1)F)NN (2-ethoxy-4-fluoro-6-hydrazinopyrimidine), C(=S)=S (carbon disulfide), [O-]CC.[Na+] (sodium ethoxide), Cl (hydrochloric acid). Run in C(C)O (ethanol), O (water). Conditions: time 3 hour. Yields the product C(C)OC1=NC(=CC=2N1C(NN2)=S)F (5-ethoxy-7-fluoro-1,2,4-triazolo[4,3-c]pyrimidine-3(2H)-thione). Yield: 40.0%. As a reaction SMILES: [CH2:1]([O:3][C:4]1[N:9]=[C:8]([F:10])[CH:7]=[C:6]([NH:11][NH2:12])[N:5]=1)[CH3:2].[C:13](=S)=[S:14].[O-]CC.[Na+].Cl>C(O)C.O>[CH2:1]([O:3][C:4]1[N:5]2[C:13](=[S:14])[NH:12][N:11]=[C:6]2[CH:7]=[C:8]([F:10])[N:9]=1)[CH3:2] |f:2.3|. Reported procedure: A 1.74 g (10 mmol) sample of 2-ethoxy-4-fluoro-6-hydrazinopyrimidine was dissolved in 20 mL of absolute ethanol and 2.84 g (37 mmol) of carbon disulfide and 3.20 g (10 mmol) of 21 percent by weight sodium ethoxide were added. The mixture was heated at reflux with stirring for 3 hours and then was cooled by adding 20 mL of ice water. The mixture was then acidified to a pH of about 2 by adding 2 mL of 6.25N hydrochloric acid diluted to 8 mL with water. The yellow precipitate that formed was recove...